This data is from the Open Reaction Database (ORD), a public repository of structured organic reaction records. The task is: describe an organic reaction: reactants, conditions, products, and yield Starting materials: N1(CCC1)C(=O)C=1C=NN(C1C(=O)NC1=CC=2N(C=C1)N=C(N2)C(=O)O)C (7-(4-(azetidine-1-carbonyl)-1-methyl-1H-pyrazole-5-carboxamido)-[1,2,4]triazolo[1,5-a]pyridine-2-carboxylic acid), Cl.C(C)N (ethanamine hydrochloride). Product: C(C)NC(=O)C1=NN2C(C=C(C=C2)NC(=O)C=2N(N=CC2C(=O)N2CCC2)C)=N1 (7-{[4-(azetidine-1-carbonyl)-2-methyl-2H-pyrazole-3-carbonyl]-amino}-[1,2,4]triazolo[1,5-a]pyridine-2-carboxylic acid ethylamide). Yield: 36.3%. Reaction SMILES: [N:1]1([C:5]([C:7]2[CH:8]=[N:9][N:10]([CH3:27])[C:11]=2[C:12]([NH:14][C:15]2[CH:20]=[CH:19][N:18]3[N:21]=[C:22]([C:24]([OH:26])=O)[N:23]=[C:17]3[CH:16]=2)=[O:13])=[O:6])[CH2:4][CH2:3][CH2:2]1.Cl.[CH2:29]([NH2:31])[CH3:30]>>[CH2:29]([NH:31][C:24]([C:22]1[N:23]=[C:17]2[CH:16]=[C:15]([NH:14][C:12]([C:11]3[N:10]([CH3:27])[N:9]=[CH:8][C:7]=3[C:5]([N:1]3[CH2:4][CH2:3][CH2:2]3)=[O:6])=[O:13])[CH:20]=[CH:19][N:18]2[N:21]=1)=[O:26])[CH3:30] |f:1.2|. Reported procedure: The product was prepared in the same manner as described in example 62 using 7-(4-(azetidine-1-carbonyl)-1-methyl-1H-pyrazole-5-carboxamido)-[1,2,4]triazolo[1,5-a]pyridine-2-carboxylic acid (130 mg, 264 μmol) and ethanamine hydrochloride (215 mg, 2.64 mmol) as starting materials. The reactions affords 7-{[4-(azetidine-1-carbonyl)-2-methyl-2H-pyrazole-3-carbonyl]-amino}-[1,2,4]triazolo[1,5-a]pyridine-2-carboxylic acid ethylamide (38 mg, 36.3%) as a white solid. mp: 217-229° C., MS: m/z=397.1 (M+H... The reactants are Clc1cc2cc(C3OCCO3)ccc2o1, O=C1CSC(=O)N1. The product is O=C1NC(=O)C(=Cc2ccc3oc(Cl)cc3c2)S1. RXN SMILES: [Cl:1][c:2]1[o:3][c:4]2[c:5]([cH:6]1)[cH:7][c:8]([CH:11]1[O:12][CH2:13][CH2:14][O:15]1)[cH:9][cH:10]2.[O:16]=[C:17]1[CH2:18][S:19][C:20](=[O:21])[NH:22]1>>[Cl:1][c:2]1[o:3][c:4]2[c:5]([cH:6]1)[cH:7][c:8]([CH:11]=[C:18]1[C:17](=[O:16])[NH:22][C:20](=[O:21])[S:19]1)[cH:9][cH:10]2. Conditions: temperature 120 celsius, time 16 hour. Product: N1=CC(=CC=C1)C=1OC(=CN1)C1=CC=CC(=N1)C1=NC=CC=N1 (2-{6-[2-(Pyridin-3-yl)-1,3-oxazol-5-yl]pyridin-2-yl}pyrimidine). Solvent: CN(C=O)C (N,N-dimethylformamide). Reactants: N1=CC(=CC=C1)C=1OC=CN1 (2-(3-pyridinyl)oxazole), BrC1=CC=CC(=N1)C1=NC=CC=N1 (2-(6-bromo-2-pyridyl)pyrimidine), [(t-Bu)2P(OH)]2PdCl2, C([O-])([O-])=O.[K+].[K+] (potassium carbonate). Procedure details: Under argon, 130 mg (0.88 mmol) of 2-(3-pyridinyl)oxazole (Hel. Chim. Acta 1962, 42, 375-381), 175 mg (0.74 mmol) of 2-(6-bromo-2-pyridyl)pyrimidine, 11 mg (0.02 mmol) of [(t-Bu)2P(OH)]2PdCl2 (POPd) and 205 mg (1.48 mmol) of potassium carbonate were initially charged in 5 ml of N,N-dimethylformamide, and the mixture was stirred at 120° C. for 16 hours. For work-up, the reaction mixture was concentrated under reduced pressure and the crude product that remained was purified by chromatography on s... Reaction SMILES: [N:1]1[CH:6]=[CH:5][CH:4]=[C:3]([C:7]2[O:8][CH:9]=[CH:10][N:11]=2)[CH:2]=1.Br[C:13]1[N:18]=[C:17]([C:19]2[N:24]=[CH:23][CH:22]=[CH:21][N:20]=2)[CH:16]=[CH:15][CH:14]=1.C(=O)([O-])[O-].[K+].[K+]>CN(C)C=O>[N:1]1[CH:6]=[CH:5][CH:4]=[C:3]([C:7]2[O:8][C:9]([C:13]3[N:18]=[C:17]([C:19]4[N:20]=[CH:21][CH:22]=[CH:23][N:24]=4)[CH:16]=[CH:15][CH:14]=3)=[CH:10][N:11]=2)[CH:2]=1 |f:2.3.4|.